This data is from the Open Reaction Database (ORD), a public repository of structured organic reaction records. The task is: describe an organic reaction: reactants, conditions, products, and yield The reactants are CCCCC([Sn])=C(CCCC)CCCC, C1COCCO1, Clc1nc(NCc2ccccn2)c2c(-c3ccccc3)cccc2n1. Yields the product C=Cc1nc(NCc2ccccn2)c2c(-c3ccccc3)cccc2n1. RXN SMILES: [CH2:26]([CH2:27][CH2:39][CH3:40])[C:28]([Sn:29])=[C:30]([CH2:31][CH2:32][CH2:33][CH3:34])[CH2:35][CH2:36][CH2:37][CH3:38].[CH2:41]1[O:42][CH2:43][CH2:44][O:45][CH2:46]1.[Cl:1][c:2]1[n:3][c:4]2[cH:5][cH:6][cH:7][c:8](-[c:20]3[cH:21][cH:22][cH:23][cH:24][cH:25]3)[c:9]2[c:10]([NH:12][CH2:13][c:14]2[n:15][cH:16][cH:17][cH:18][cH:19]2)[n:11]1>>[c:2]1([CH:26]=[CH2:27])[n:3][c:4]2[cH:5][cH:6][cH:7][c:8](-[c:20]3[cH:21][cH:22][cH:23][cH:24][cH:25]3)[c:9]2[c:10]([NH:12][CH2:13][c:14]2[n:15][cH:16][cH:17][cH:18][cH:19]2)[n:11]1. Reactants: CN(C)C(=[N+](C)C)ON1C2=C(C=CC=C2)N=N1.[B-](F)(F)(F)F (TBTU), CCN(C(C)C)C(C)C (DIPEA), C(C)NCC1=CC=C(C=C1)C(F)(F)F (Ethyl[4-(trifluoromethyl)benzyl]amine), COC(=O)C1=C(CSC2=CC=C(C=C2)CC(=O)O)C=CC=C1 ((4-{[2-(methoxycarbonyl)benzyl]thio}phenyl)acetic acid). Solvent: CN(C)C=O (DMF), CCOC(=O)C (EtOAc). Run at time 1 hour. The product is C(C)N(C(CC1=CC=C(C=C1)SCC1=C(C(=O)OC)C=CC=C1)=O)CC1=CC=C(C=C1)C(F)(F)F (Methyl 2-({[4-(2-{ethyl[4-(trifluoromethyl)benzyl]amino}-2-oxoethyl)phenyl]thio}methyl)benzoate). Isolated yield 94.0%. RXN SMILES: [CH2:1]([NH:3][CH2:4][C:5]1[CH:10]=[CH:9][C:8]([C:11]([F:14])([F:13])[F:12])=[CH:7][CH:6]=1)[CH3:2].[CH3:15][O:16][C:17]([C:19]1[CH:36]=[CH:35][CH:34]=[CH:33][C:20]=1[CH2:21][S:22][C:23]1[CH:28]=[CH:27][C:26]([CH2:29][C:30](O)=[O:31])=[CH:25][CH:24]=1)=[O:18].CN(C(ON1N=NC2C=CC=CC1=2)=[N+](C)C)C.[B-](F)(F)(F)F.CCN(C(C)C)C(C)C>CN(C=O)C.CCOC(C)=O>[CH2:1]([N:3]([CH2:4][C:5]1[CH:10]=[CH:9][C:8]([C:11]([F:12])([F:13])[F:14])=[CH:7][CH:6]=1)[C:30](=[O:31])[CH2:29][C:26]1[CH:25]=[CH:24][C:23]([S:22][CH2:21][C:20]2[CH:33]=[CH:34][CH:35]=[CH:36][C:19]=2[C:17]([O:16][CH3:15])=[O:18])=[CH:28][CH:27]=1)[CH3:2] |f:2.3|. Reported procedure: Ethyl[4-(trifluoromethyl)benzyl]amine (284 mg, 1.40 mmol) and (4-{[2-(methoxycarbonyl)benzyl]thio}phenyl)acetic acid (443 mg, 1.40 mmol, See Example 2 b) were mixed in DMF (15 ml). TBTU (472 mg, 1.47 mmol) was added and then DIPEA (190 mg, 1.47 mmol) was added. The mixture was stirred at room temperature for 1 hour. EtOAc (20 ml) was added. The mixture was then washed with sodium hydrogencarbonate aqueous solution (sat.), 1% HCl, water (×2) and brine, dried with magnesium sulphate and evaporated...